Dataset: the Open Reaction Database (ORD), a public repository of structured organic reaction records. Task: describe an organic reaction: reactants, conditions, products, and yield Product: ClC=1C=C(OCC(=N)N)C=CC1Cl (2-(3,4-Dichlorophenoxy)acetamidine). RXN SMILES: [Cl:1][C:2]1[CH:3]=[C:4]([CH:11]=[CH:12][C:13]=1[Cl:14])[O:5][CH2:6][C:7](=[NH:10])OC.[NH3:15]>C(O)C>[Cl:1][C:2]1[CH:3]=[C:4]([CH:11]=[CH:12][C:13]=1[Cl:14])[O:5][CH2:6][C:7]([NH2:15])=[NH:10]. Starting materials: ClC=1C=C(OCC(OC)=N)C=CC1Cl (methyl 2-(3,4-dichlorophenoxy)acetimidate), N (ammonia). Run in C(C)O (ethanol). Procedure: Obtained using the procedure described in section b of Example 2, starting with 28.2 g (0.12 mole) of methyl 2-(3,4-dichlorophenoxy)acetimidate and 10.2 g (0.60 mole) of ammonia in 480 ml of absolute ethanol. Reaction time: 3 hours. Yld: 26.3 g (quantitative). Starting materials: cyclopropyl trifluoroborate potassium salt, C1(CC1)C1=CC(=NN1)N1C(=CC=C1C)C (5-Cyclopropyl-3-(2,5-dimethyl-pyrrol-1-yl)-1H-pyrazole), C([O-])([O-])=O.[Na+].[Na+] (sodium carbonate), N1=C(C=CC=C1)C1=NC=CC=C1 (2,2′-bipyridine). The reagents and catalysts are C(C)(=O)[O-].[Cu+2].C(C)(=O)[O-] (copper (II) acetate). Run in ClCCCl (DCE), ClCCCl (DCE). Run at temperature 70 celsius, time 15 minute. The product is C1(CC1)N1N=C(C=C1C1CC1)N1C(=CC=C1C)C (1,5-Dicyclopropyl-3-(2,5-dimethyl-pyrrol-1-yl)-1H-pyrazole). Yield: 104.2%. Reaction SMILES: N1C=CC=CC=1[C:7]1[CH:12]=[CH:11]C=CN=1.[CH:13]1([C:16]2[NH:20][N:19]=[C:18]([N:21]3[C:25]([CH3:26])=[CH:24][CH:23]=[C:22]3[CH3:27])[CH:17]=2)[CH2:15][CH2:14]1.C(=O)([O-])[O-].[Na+].[Na+]>ClCCCl.C([O-])(=O)C.[Cu+2].C([O-])(=O)C>[CH:11]1([N:20]2[C:16]([CH:13]3[CH2:15][CH2:14]3)=[CH:17][C:18]([N:21]3[C:25]([CH3:26])=[CH:24][CH:23]=[C:22]3[CH3:27])=[N:19]2)[CH2:12][CH2:7]1 |f:2.3.4,6.7.8|. Procedure: A suspension of copper (II) acetate (0.902 g, 4.97 mmol) and 2,2′-bipyridine (0.776 g, 4.97 mmol) in DCE (20 mL) is stirred at 70° C. for 15 min, then transferred to a suspension of cyclopropyl trifluoroborate potassium salt (1.47 g, 9.94 mmol) and 5-Cyclopropyl-3-(2,5-dimethyl-pyrrol-1-yl)-1H-pyrazole (1 g, 4.97 mmol), and sodium carbonate (1.053 g, 9.94 mmol) in DCE (40 mL). The resulting dark-green mixture is stirred at 70° C. for 24 h. T The reaction mixture is partitioned between EtOAc and ... Yields the product C(CCCCCCC)NC(=O)N1CCC(CC1)S(=O)(=O)C1=CC=C(C=C1)CCNC[C@@H](COC1=CC(=C(C=C1)O)C)O (4-(4-[2-[(2S)-2-Hydroxy-3-(4-hydroxy-3-methyl-phenoxy)-propylamino]-ethyl]-benzenesulfonyl)-piperidine-1-carboxylic acid octylamide). Yield: 16.8%. Reaction SMILES: [NH2:1][CH2:2][CH2:3][C:4]1[CH:9]=[CH:8][C:7]([S:10]([CH:13]2[CH2:18][CH2:17][N:16]([C:19]([NH:21][CH2:22][CH2:23][CH2:24][CH2:25][CH2:26][CH2:27][CH2:28][CH3:29])=[O:20])[CH2:15][CH2:14]2)(=[O:12])=[O:11])=[CH:6][CH:5]=1.C([Si](C(C)C)(C(C)C)[O:34][C:35]1[CH:40]=[CH:39][C:38]([O:41][CH2:42][C@@H:43]2[CH2:45][O:44]2)=[CH:37][C:36]=1[CH3:46])(C)C>>[CH2:22]([NH:21][C:19]([N:16]1[CH2:17][CH2:18][CH:13]([S:10]([C:7]2[CH:6]=[CH:5][C:4]([CH2:3][CH2:2][NH:1][CH2:45][C@H:43]([OH:44])[CH2:42][O:41][C:38]3[CH:39]=[CH:40][C:35]([OH:34])=[C:36]([CH3:46])[CH:37]=3)=[CH:9][CH:8]=2)(=[O:12])=[O:11])[CH2:14][CH2:15]1)=[O:20])[CH2:23][CH2:24][CH2:25][CH2:26][CH2:27][CH2:28][CH3:29]. Procedure details: 4-{[4-(2-Aminoethyl)phenyl]sulfonyl}-N-octyl-1-piperidinecarboxamide (1.38 g, 3.258 mmol) was reacted with triisopropyl{2-methyl-4-[(2S)oxiranylmethoxy]phenoxy}silane (1.04 g, 3.095 mmol) according to Procedure G to give the title compound (eluant: 20:1 chloroform:methanol) (0.395 g, 0.520 mmol). The reactants are NCCC1=CC=C(C=C1)S(=O)(=O)C1CCN(CC1)C(=O)NCCCCCCCC (4-{[4-(2-Aminoethyl)phenyl]sulfonyl}-N-octyl-1-piperidinecarboxamide), C(C)(C)[Si](OC1=C(C=C(C=C1)OC[C@H]1OC1)C)(C(C)C)C(C)C (triisopropyl{2-methyl-4-[(2S)oxiranylmethoxy]phenoxy}silane). The reactants are CCOC(=O)C1(S(=O)(=O)c2ccc(OC)cc2)CCN(Cc2ccc(OCCN3CCCCC3)cc2)CC1, [Na+], [OH-]. The product is COc1ccc(S(=O)(=O)C2(C(=O)O)CCN(Cc3ccc(OCCN4CCCCC4)cc3)CC2)cc1. As a reaction SMILES: [CH2:1]([CH3:2])[O:3][C:4](=[O:5])[C:6]1([S:28](=[O:29])(=[O:30])[c:31]2[cH:32][cH:33][c:34]([O:37][CH3:38])[cH:35][cH:36]2)[CH2:7][CH2:8][N:9]([CH2:12][c:13]2[cH:14][cH:15][c:16]([O:19][CH2:20][CH2:21][N:22]3[CH2:23][CH2:24][CH2:25][CH2:26][CH2:27]3)[cH:17][cH:18]2)[CH2:10][CH2:11]1.[Na+:40].[OH-:39]>>[O:3]=[C:4]([OH:5])[C:6]1([S:28](=[O:29])(=[O:30])[c:31]2[cH:32][cH:33][c:34]([O:37][CH3:38])[cH:35][cH:36]2)[CH2:7][CH2:8][N:9]([CH2:12][c:13]2[cH:14][cH:15][c:16]([O:19][CH2:20][CH2:21][N:22]3[CH2:23][CH2:24][CH2:25][CH2:26][CH2:27]3)[cH:17][cH:18]2)[CH2:10][CH2:11]1. The reactants are C1=[N+](C=CC=2CCCCC12)[O-] (5,6,7,8-Tetrahydroisoquinoline-N-oxide), S(=O)(=O)([O-])OOS(=O)(=O)[O-].[NH4+].[NH4+] (Ammonium persulfate), S(=O)(=O)([O-])OOS(=O)(=O)[O-].[NH4+].[NH4+] (ammonium persulfate), F[B-](F)(F)F.C[O+](C)C (trimethyloxonium tetrafluoroborate). Run in ClCCl (dichloromethane), one, O (water), O (water). Conditions: time 1 hour. Yields the product OCC1=NC=CC=2CCCCC12 (1-hydroxymethyl-5,6,7,8-tetrahydroisoquinoline). Isolated yield 31.0%. Reaction SMILES: [CH:1]1[C:10]2[CH2:9][CH2:8][CH2:7][CH2:6][C:5]=2[CH:4]=[CH:3][N+:2]=1[O-].F[B-](F)(F)F.[CH3:17][O+:18](C)C.S(OOS([O-])(=O)=O)([O-])(=O)=O.[NH4+].[NH4+]>ClCCl.O>[OH:18][CH2:17][C:1]1[C:10]2[CH2:9][CH2:8][CH2:7][CH2:6][C:5]=2[CH:4]=[CH:3][N:2]=1 |f:1.2,3.4.5|. Reported procedure: 5,6,7,8-Tetrahydroisoquinoline-N-oxide (12.7 g, 85 mmole) is dissolved in 250 ml dichloromethane in a 500 ml one neck round bottom flask under nitrogen. The solution is treated with trimethyloxonium tetrafluoroborate (12.6 g, 85 mmole) and the reaction is stirred 1 h at room temperature. The volatiles are removed in vacuo to a pale oily residue. The residue is dissolved in 225 ml methanol and the solution is heated to reflux. Ammonium persulfate (8 g, 34 mmole), in 34 ml water, is added rapidly ... The reactants are C(CC1=CC=CC=C1)Br (phenethyl bromide), OC1(CCNCC1)C1=CC2=C(C=C1)OCO2 (4-Hydroxy-4-(3.4-methylene dioxy phenyl)-piperidine). Solvent: CC(=O)C (acetone). The product is C(CC1=CC=CC=C1)N1CCC(CC1)(C1=CC2=C(C=C1)OCO2)O (1-Phenethyl-4-hydroxy-4-(3.4-methylene dioxy phenyl)-piperidine). Reaction SMILES: [OH:1][C:2]1([C:8]2[CH:13]=[CH:12][C:11]3[O:14][CH2:15][O:16][C:10]=3[CH:9]=2)[CH2:7][CH2:6][NH:5][CH2:4][CH2:3]1.[CH2:17](Br)[CH2:18][C:19]1[CH:24]=[CH:23][CH:22]=[CH:21][CH:20]=1>CC(C)=O>[CH2:17]([N:5]1[CH2:6][CH2:7][C:2]([OH:1])([C:8]2[CH:13]=[CH:12][C:11]3[O:14][CH2:15][O:16][C:10]=3[CH:9]=2)[CH2:3][CH2:4]1)[CH2:18][C:19]1[CH:24]=[CH:23][CH:22]=[CH:21][CH:20]=1. Procedure: 2.2 g. 4-Hydroxy-4-(3.4-methylene dioxy phenyl)-piperidine are dissolved hot in 35 ml. acetone, the solution is mixed with 0.95 g β phenethyl bromide and the reaction mixture is refluxed.